From a dataset of the Open Reaction Database (ORD), a public repository of structured organic reaction records. describe an organic reaction: reactants, conditions, products, and yield Starting materials: C(C)OC(=O)C=1C(=C2C(=CN1)N(C(=C2Cl)Cl)CCC(C)C)O (2,3-dichloro-4-hydroxy-1-(3-methyl-butyl)-1H-pyrrolo[2,3-c]pyridine-5-carboxylic acid ethyl ester), BrN1C(CCC1=O)=O (N-bromosuccinimide), C(C1=CC=CC=C1)(=O)OOC(C1=CC=CC=C1)=O (benzoyl peroxide). Run in C1=CC=CC=C1 (benzene). The product is C(C)OC(=O)C=1C(=C2C(=C(N1)Br)N(C(=C2Cl)Cl)CCC(C)C)O (7-Bromo-2,3-dichloro-4-hydroxy-1-(3-methyl-butyl)-1H-pyrrolo[2,3-c]pyridine-5-carboxylic acid ethyl ester). Isolated yield 49.6%. Reaction SMILES: [CH2:1]([O:3][C:4]([C:6]1[C:7]([OH:22])=[C:8]2[C:14]([Cl:15])=[C:13]([Cl:16])[N:12]([CH2:17][CH2:18][CH:19]([CH3:21])[CH3:20])[C:9]2=[CH:10][N:11]=1)=[O:5])[CH3:2].[Br:23]N1C(=O)CCC1=O.C(OOC(=O)C1C=CC=CC=1)(=O)C1C=CC=CC=1>C1C=CC=CC=1>[CH2:1]([O:3][C:4]([C:6]1[C:7]([OH:22])=[C:8]2[C:14]([Cl:15])=[C:13]([Cl:16])[N:12]([CH2:17][CH2:18][CH:19]([CH3:21])[CH3:20])[C:9]2=[C:10]([Br:23])[N:11]=1)=[O:5])[CH3:2]. Procedure details: A suspension of 2,3-dichloro-4-hydroxy-1-(3-methyl-butyl)-1H-pyrrolo[2,3-c]pyridine-5-carboxylic acid ethyl ester (2.23 g, 6.46 mmol), N-bromosuccinimide (1.38 g, 7.75 mmol), and benzoyl peroxide (156 mg, 0.646 mmol) in 50 mL of benzene was heated at reflux temperature for 5 hours. The reaction mixture was washed successively with saturated sodium bicarbonate, brine, saturated ammonium chloride solution, and brine. The organic solution was dried, filtered, and concentrated. The crude product was... The reactants are C(C1=CC=CC=C1)OC([C@@H](NC(CCl)=O)CC(=O)OCC1=CC=CC=C1)=O (N-α-chloroacetyl-L-aspartic acid dibenzyl ester), [I-].[Na+] (sodium iodide). The product is C(C1=CC=CC=C1)OC([C@@H](NC(CI)=O)CC(=O)OCC1=CC=CC=C1)=O (N-α-Iodoacetyl-L-aspartic acid dibenzyl ester). Reported procedure: A solution of N-α-chloroacetyl-L-aspartic acid dibenzyl ester (111 g, 0.285 mol) and sodium iodide (59.5 g, 0.40 mol) in 2-butanone was heated at reflux for a period of 1.5 hours. The reaction mixture was concentrated to dryness and the residue was added to a separatory funnel containing ethyl acetate (about 500 mL). The aqueous phase was removed and the organic phase was first extracted with brine (about 250 mL) and then dried over sodium sulfate. The resulting solution was then concentrated in... Reaction SMILES: [CH2:1]([O:8][C:9](=[O:27])[C@H:10]([CH2:16][C:17]([O:19][CH2:20][C:21]1[CH:26]=[CH:25][CH:24]=[CH:23][CH:22]=1)=[O:18])[NH:11][C:12](=[O:15])[CH2:13]Cl)[C:2]1[CH:7]=[CH:6][CH:5]=[CH:4][CH:3]=1.[I-:28].[Na+]>CC(=O)CC>[CH2:1]([O:8][C:9](=[O:27])[C@H:10]([CH2:16][C:17]([O:19][CH2:20][C:21]1[CH:26]=[CH:25][CH:24]=[CH:23][CH:22]=1)=[O:18])[NH:11][C:12](=[O:15])[CH2:13][I:28])[C:2]1[CH:7]=[CH:6][CH:5]=[CH:4][CH:3]=1 |f:1.2|. Isolated yield 99.3%. Run in CC(CC)=O (2-butanone).